From a dataset of the Open Reaction Database (ORD), a public repository of structured organic reaction records. describe an organic reaction: reactants, conditions, products, and yield The reactants are CC(=O)O, COc1ccc(N)cc1, Clc1ncccn1, [Na+], C1COCCO1, [OH-]. The product is COc1ccc(Nc2ncccn2)cc1. As a reaction SMILES: [CH3:1][C:2](=[O:3])[OH:4].[CH3:5][O:6][c:7]1[cH:8][cH:9][c:10]([NH2:13])[cH:11][cH:12]1.[Cl:14][c:15]1[n:16][cH:17][cH:18][cH:19][n:20]1.[Na+:22].[O:23]1[CH2:24][CH2:25][O:26][CH2:27][CH2:28]1.[OH-:21]>>[CH3:5][O:6][c:7]1[cH:8][cH:9][c:10]([NH:13][c:15]2[n:16][cH:17][cH:18][cH:19][n:20]2)[cH:11][cH:12]1. Reactants: COC=1C=C(CC2NCCC3=CC(=C(C=C23)OC)OC)C=CC1OC (1-(3,4-Dimethoxy-benzyl)-6,7-dimethoxy-1,2,3,4-tetrahydroisoquinoline), BrCC(=O)Br (2-bromoacetyl bromide), NC1CCC2=C(C=CC=C12)C (1-amino-4-methyl-indane). Product: COC=1C=C(CC2N(CCC3=CC(=C(C=C23)OC)OC)CC(=O)NC2CCC3=C(C=CC=C23)C)C=CC1OC (2-[1-(3,4-Dimethoxy-benzyl)-6,7-dimethoxy-3,4-dihydro-1H-isoquinolin-2-yl]-N-(4-methyl-indan-1-yl)-acetamide). RXN SMILES: [CH3:1][O:2][C:3]1[CH:4]=[C:5]([CH:21]=[CH:22][C:23]=1[O:24][CH3:25])[CH2:6][CH:7]1[C:16]2[C:11](=[CH:12][C:13]([O:19][CH3:20])=[C:14]([O:17][CH3:18])[CH:15]=2)[CH2:10][CH2:9][NH:8]1.Br[CH2:27][C:28](Br)=[O:29].[NH2:31][CH:32]1[C:40]2[C:35](=[C:36]([CH3:41])[CH:37]=[CH:38][CH:39]=2)[CH2:34][CH2:33]1>>[CH3:1][O:2][C:3]1[CH:4]=[C:5]([CH:21]=[CH:22][C:23]=1[O:24][CH3:25])[CH2:6][CH:7]1[C:16]2[C:11](=[CH:12][C:13]([O:19][CH3:20])=[C:14]([O:17][CH3:18])[CH:15]=2)[CH2:10][CH2:9][N:8]1[CH2:27][C:28]([NH:31][CH:32]1[C:40]2[C:35](=[C:36]([CH3:41])[CH:37]=[CH:38][CH:39]=2)[CH2:34][CH2:33]1)=[O:29]. Reported procedure: prepared by reaction of 1-(3,4-Dimethoxy-benzyl)-6,7-dimethoxy-1,2,3,4-tetrahydroisoquinoline and 2-bromoacetyl bromide with 1-amino-4-methyl-indane Starting materials: [N+](=[N-])=C(C(=O)OCC)C(C1=CC=CC=C1)=O (ethyl α-diazobenzoylacetate), C1=CC(=CC=C1O)C (p-cresol). Isolated yield 26.1%. Reagents/catalysts: C(C)(=O)[O-].[Rh+2].C(C)(=O)[O-] (rhodium(II) acetate). Procedure details: A mixture of 7.66 g of ethyl α-diazobenzoylacetate, 3.8 g of p-cresol and 150 mg of rhodium(II) acetate in 40 cc of carbon tetrachloride was stirred at a temperature of 40-50° C. for 2 hours. After cooling, the insoluble materials were filtered off and the solvent was distilled off. The crude product thus obtained was purified by a silica gel column chromatography (eluent: chloroform/hexane=1/2) to obtain 2.59 g of compound E. Yield: 24.7%. The solvent is C(Cl)(Cl)(Cl)Cl (carbon tetrachloride). RXN SMILES: [N+](=[C:3]([C:9](=[O:16])[C:10]1[CH:15]=[CH:14][CH:13]=[CH:12][CH:11]=1)[C:4]([O:6][CH2:7][CH3:8])=[O:5])=[N-].[CH:17]1[C:22](O)=[CH:21][CH:20]=[C:19]([CH3:24])[CH:18]=1>C(Cl)(Cl)(Cl)Cl.C([O-])(=O)C.[Rh+2].C([O-])(=O)C>[CH3:24][C:19]1[CH:20]=[CH:21][C:22]([CH:3]([C:9](=[O:16])[C:10]2[CH:15]=[CH:14][CH:13]=[CH:12][CH:11]=2)[C:4]([O:6][CH2:7][CH3:8])=[O:5])=[CH:17][CH:18]=1 |f:3.4.5|. The product is CC1=CC=C(C=C1)C(C(=O)OCC)C(C1=CC=CC=C1)=O (Ethyl α-(4-Methylphenyl)benzoylacetate). Conditions: temperature 45 celsius, time 2 hour. Reactants: BrC(Br)(Br)Br, CC#N, Cc1ccc(C)n1C(C)CO, c1ccc(P(c2ccccc2)c2ccccc2)cc1. The product is Cc1ccc(C)n1C(C)CBr. Reaction SMILES: [C:31]([Br:32])([Br:33])([Br:34])[Br:35].[CH3:36][C:37]#[N:38].[OH:20][CH2:21][CH:22]([CH3:23])[n:24]1[c:25]([CH3:30])[cH:26][cH:27][c:28]1[CH3:29].[c:1]1([P:2]([c:3]2[cH:4][cH:5][cH:6][cH:7][cH:8]2)[c:9]2[cH:10][cH:11][cH:12][cH:13][cH:14]2)[cH:15][cH:16][cH:17][cH:18][cH:19]1>>[CH2:21]([CH:22]([CH3:23])[n:24]1[c:25]([CH3:30])[cH:26][cH:27][c:28]1[CH3:29])[Br:32]. The reactants are [Cl-].[NH4+] (ammonium chloride), [Br-].C(CCCCCCCCC)[PH3+] (n-decylphosphonium bromide), BrC1=C(C(=O)C2=CC=CC=C2)C=CC=C1 (bromobenzophenone), BrC=1C=C(C(=C(C(=O)C2=C(C(=CC(=C2)Br)C(=O)OC)OC)C1)OC)C(=O)OC (5,5'dibromo-2,2'-dimethoxy-3,3'dicarbomethoxybenzophenone), [H][H] (hydrogen), [H-].[Na+] (Sodium hydride). The solvent is O (water), CS(=O)C (DMSO), CS(=O)C (DMSO), CS(=O)C (Dimethyl sulfoxide), CCCCCC (n-hexane). Run at time 15 minute. The product is C=CCCCCCCCC (decene), 1,1-[di(5'-bromo-2'-methoxy-3'-methoxycarbonyl) phenyl]-1-undecene. Isolated yield 64.0%. As a reaction SMILES: [H-].[Na+].[H][H].[Br-].[CH2:6]([PH3+])[CH2:7][CH2:8][CH2:9][CH2:10][CH2:11][CH2:12][CH2:13][CH2:14][CH3:15].BrC1C=CC=CC=1C(C1C=CC=CC=1)=O.BrC1C=C(C(OC)=O)C(OC)=C(C=1)C(C1C=C(Br)C=C(C(OC)=O)C=1OC)=O.[Cl-].[NH4+]>CCCCCC.CS(C)=O.O>[CH2:6]=[CH:7][CH2:8][CH2:9][CH2:10][CH2:11][CH2:12][CH2:13][CH2:14][CH3:15] |f:0.1,3.4,7.8|. Procedure: Sodium hydride (79.6 mg, 1.99 mmol, 60% dispersion in mineral oil) was washed with n-hexane (3×2 mL). Dimethyl sulfoxide (2 mL) was introduced via a syringe and the mixture was heated at 75° C. until the evolution of hydrogen ceased. The clear solution was cooled in an ice-water bath and a solution of the n-decylphosphonium bromide (874 mg, 1.99 mmol) in DMSO (4 mL) was added dropwise. The resulting solution was stirred at room temperature for 15 minutes. A solution of the bromobenzophenone, 5,5... Starting materials: C1CCNCC1, COCCOC, CS(=O)(=O)c1nc(N)nc(-c2ccccc2)c1C#N. Product: N#Cc1c(-c2ccccc2)nc(N)nc1N1CCCCC1. As a reaction SMILES: [CH2:20]1[CH2:21][CH2:22][NH:23][CH2:24][CH2:25]1.[CH3:26][O:27][CH2:28][CH2:29][O:30][CH3:31].[NH2:1][c:2]1[n:3][c:4](-[c:14]2[cH:15][cH:16][cH:17][cH:18][cH:19]2)[c:5]([C:12]#[N:13])[c:6]([S:8]([CH3:9])(=[O:10])=[O:11])[n:7]1>>[NH2:1][c:2]1[n:3][c:4](-[c:14]2[cH:15][cH:16][cH:17][cH:18][cH:19]2)[c:5]([C:12]#[N:13])[c:6]([N:23]2[CH2:22][CH2:21][CH2:20][CH2:25][CH2:24]2)[n:7]1. The reactants are Cl, O=C1CCC(c2ccc(OCCCN3CCCC3)cc2)CC1, CC1CCCN(CCCOc2ccc(C3CCC(O)CC3)cc2)C1. Product: OC1CCC(c2ccc(OCCCN3CCCC3)cc2)CC1. As a reaction SMILES: [ClH:47].[O:1]=[C:2]1[CH2:3][CH2:4][CH:5]([c:8]2[cH:9][cH:10][c:11]([O:12][CH2:13][CH2:14][CH2:15][N:16]3[CH2:17][CH2:18][CH2:19][CH2:20]3)[cH:21][cH:22]2)[CH2:6][CH2:7]1.[OH:23][CH:24]1[CH2:25][CH2:26][CH:27]([c:28]2[cH:29][cH:30][c:31]([O:32][CH2:33][CH2:34][CH2:35][N:36]3[CH2:37][CH2:38][CH2:39][CH:40]([CH3:41])[CH2:42]3)[cH:43][cH:44]2)[CH2:45][CH2:46]1>>[OH:1][CH:2]1[CH2:3][CH2:4][CH:5]([c:8]2[cH:9][cH:10][c:11]([O:12][CH2:13][CH2:14][CH2:15][N:16]3[CH2:17][CH2:18][CH2:19][CH2:20]3)[cH:21][cH:22]2)[CH2:6][CH2:7]1.